Dataset: the Open Reaction Database (ORD), a public repository of structured organic reaction records. Task: describe an organic reaction: reactants, conditions, products, and yield The reactants are C=C(C(=O)O)c1ccc2cc(OC)ccc2c1, CCO, NC(C1CCCCC1)C1CCCCC1. Yields the product COc1ccc2cc(C(C)C(=O)O)ccc2c1. RXN SMILES: [CH3:1][O:2][c:3]1[cH:4][c:5]2[cH:6][cH:7][c:8]([C:13]([C:14](=[O:15])[OH:16])=[CH2:17])[cH:9][c:10]2[cH:11][cH:12]1.[CH3:32][CH2:33][OH:34].[CH:18]1([CH:19]([NH2:20])[CH:21]2[CH2:22][CH2:23][CH2:24][CH2:25][CH2:26]2)[CH2:27][CH2:28][CH2:29][CH2:30][CH2:31]1>>[CH3:1][O:2][c:3]1[cH:4][c:5]2[cH:6][cH:7][c:8]([CH:13]([C:14](=[O:15])[OH:16])[CH3:17])[cH:9][c:10]2[cH:11][cH:12]1. Starting materials: CN(C)C(=O)C(Cc1ccc(OCc2ccccc2)cc1)N(C(=O)[O-])C(C)(C)C, ClC(Cl)Cl, O=C(O)C(F)(F)F. Product: O=C(O)C(F)(F)F, CN(C)C(=O)C(N)Cc1ccc(OCc2ccccc2)cc1. Reaction SMILES: [C:1]([N:5]([C:2](=[O:3])[O-:4])[CH:9]([C:10](=[O:11])[N:12]([CH3:13])[CH3:14])[CH2:15][c:16]1[cH:17][cH:18][c:19]([O:22][CH2:23][c:24]2[cH:25][cH:26][cH:27][cH:28][cH:29]2)[cH:20][cH:21]1)([CH3:6])([CH3:7])[CH3:8].[Cl:37][CH:38]([Cl:39])[Cl:40].[F:30][C:31]([C:32](=[O:33])[OH:34])([F:35])[F:36]>>[F:30][C:31]([C:32](=[O:33])[OH:34])([F:35])[F:36].[NH2:5][CH:9]([C:10](=[O:11])[N:12]([CH3:13])[CH3:14])[CH2:15][c:16]1[cH:17][cH:18][c:19]([O:22][CH2:23][c:24]2[cH:25][cH:26][cH:27][cH:28][cH:29]2)[cH:20][cH:21]1. Reactants: Br, COC(C)(C)C, O=C(NCc1nc2ncccc2c(=O)[nH]1)OCc1ccccc1. The product is NCc1nc2ncccc2c(=O)[nH]1. RXN SMILES: [BrH:30].[C:24]([O:25][CH3:26])([CH3:27])([CH3:28])[CH3:29].[CH2:1]([O:2][C:3](=[O:4])[NH:10][CH2:11][c:12]1[nH:13][c:14](=[O:22])[c:15]2[c:16]([n:17]1)[n:18][cH:19][cH:20][cH:21]2)[c:5]1[cH:6][cH:7][cH:8][cH:9][cH:23]1>>[NH2:10][CH2:11][c:12]1[nH:13][c:14](=[O:22])[c:15]2[c:16]([n:17]1)[n:18][cH:19][cH:20][cH:21]2. Starting materials: CCO, CCOC(=O)c1sc(C)nc1C(F)(F)F, [K+], [OH-], O. Product: Cc1nc(C(F)(F)F)c(C(=O)O)s1. Reaction SMILES: [CH3:19][CH2:20][OH:21].[CH3:1][c:2]1[s:3][c:4]([C:11](=[O:12])[O:13][CH2:14][CH3:15])[c:5]([C:7]([F:8])([F:9])[F:10])[n:6]1.[K+:17].[OH-:16].[OH2:18]>>[CH3:1][c:2]1[s:3][c:4]([C:11](=[O:12])[OH:13])[c:5]([C:7]([F:8])([F:9])[F:10])[n:6]1. The product is Br\C=C/1\[C@@H]2CC\C(\[C@]2(CCC1)C)=C/C ((1E,3aR,4E,7aS)-4-(bromomethylene)-1-ethylidene-octahydro-7a-methyl-1H-indene). The yield is 44.5%. The reactants are C(C)OC(=O)N=NC(=O)OCC (azodicarboxylic acid diethyl ester), Br\C=C\1/CCC[C@@]2([C@H](CC[C@@H]12)[C@H](C)O)C ((S)-1-{(E,3S,3aS,7aR)-7-(bromomethylene)-octahydro-3a-methyl-1H-indene-3-yl}ethanol), Br\C=C\1/CCC[C@@]2([C@H](CC[C@@H]12)[C@H](C)O)C ((S)-1-{(E,3S,3aS,7aR)-7-(bromomethylene)-octahydro-3a-methyl-1H-indene-3-yl}ethanol), C1(=CC=CC=C1)P(C1=CC=CC=C1)C1=CC=CC=C1 (triphenylphosphine), ice. Reaction SMILES: [Br:1]/[CH:2]=[C:3]1\[CH2:4][CH2:5][CH2:6][C@@:7]2([CH3:15])[C@H:11]\1[CH2:10][CH2:9][C@@H:8]2[C@@H:12](O)[CH3:13].C1(P(C2C=CC=CC=2)C2C=CC=CC=2)C=CC=CC=1.C(OC(N=NC(OCC)=O)=O)C>O1CCCC1>[Br:1]/[CH:2]=[C:3]1/[C@H:11]2[C@:7]([CH3:15])([CH2:6][CH2:5][CH2:4]/1)/[C:8](=[CH:12]/[CH3:13])/[CH2:9][CH2:10]2. Procedure: Under a nitrogen atmosphere, a solution of (S)-1-{(E,3S,3aS,7aR)-7-(bromomethylene)-octahydro-3a-methyl-1H-indene-3-yl}ethanol (Compound 18: 52.4 mg, 0.1918 mmol) and triphenylphosphine (126 mg, 0.4795 mmol) in tetrahydrofuran (0.3 ml) was cooled in an ice bath, and azodicarboxylic acid diethyl ester (2.2 M in toluene, 223.4 μl, 0.4915 mmol) was added dropwise thereto. The reaction mixture was stirred in the ice bath for 10 minutes and at room temperature for 21 hours, and then evaporated under ... Run in O1CCCC1 (tetrahydrofuran). Starting materials: IC1=CC=C(C=C1)OC (4-iodoanisole), [NH4+].[Cl-] (NH4Cl), C(C)(=O)OCC (ethyl acetate), B(OC(C)C)(OC(C)C)OC(C)C (tri (i-propyl) borate). Run in C1CCOC1 (THF), [Li]CCCC (n-BuLi), CCCCCC (n-hexane). Run at temperature -78 celsius, time 1 hour. Yields the product COC1=CC=C(C=C1)B(O)O (4-methoxyphenylboronic acid), crystal. RXN SMILES: I[C:2]1[CH:7]=[CH:6][C:5]([O:8][CH3:9])=[CH:4][CH:3]=1.[B:10](OC(C)C)([O:15]C(C)C)[O:11]C(C)C.[NH4+].[Cl-].C(OCC)(=O)C>C1COCC1.[Li]CCCC.CCCCCC>[CH3:9][O:8][C:5]1[CH:6]=[CH:7][C:2]([B:10]([OH:15])[OH:11])=[CH:3][CH:4]=1 |f:2.3|. Reported procedure: To a solution of 4-iodoanisole (26) (5 g) in THF (45 ml), n-BuLi in n-hexane solution (1.6 M) (16.02 ml) was added at -78° C. under the inert atmosphere. The reaction mixture was stirred at -78° C. for 1 hr, then a tri (i-propyl) borate (5.9 ml) was added. The reaction mixture was stiffed at room temperature for 2 hrs. The reaction mixture was cooled to room temperature and poured into satd. NH4Cl aq. The resulting solution was added with ethyl acetate and was stirred at room temperature for 1.5...